This data is from the Open Reaction Database (ORD), a public repository of structured organic reaction records. The task is: describe an organic reaction: reactants, conditions, products, and yield The reactants are [BH4-], O=C([O-])O, CCOCC, [Cl-], [Cl-], Cl, [Na+], [Na+], O=C(OCc1ccccc1)C(Cc1cccc(OC(F)(F)C(F)F)c1)C(=O)c1ccc(Oc2ccccc2)cn1, O, [Zn+2]. Product: O=C(OCc1ccccc1)C(Cc1cccc(OC(F)(F)C(F)F)c1)C(O)c1ccc(Oc2ccccc2)cn1. Reaction SMILES: [BH4-:1].[C:44](=[O:45])([O-:46])[OH:47].[CH3:49][CH2:50][O:51][CH2:52][CH3:53].[Cl-:54].[Cl-:56].[ClH:43].[Na+:2].[Na+:48].[O:3]=[C:4]([CH:5]([C:6](=[O:7])[O:8][CH2:9][c:10]1[cH:11][cH:12][cH:13][cH:14][cH:15]1)[CH2:16][c:17]1[cH:18][c:19]([O:23][C:24]([CH:25]([F:26])[F:27])([F:28])[F:29])[cH:20][cH:21][cH:22]1)[c:30]1[n:31][cH:32][c:33]([O:36][c:37]2[cH:38][cH:39][cH:40][cH:41][cH:42]2)[cH:34][cH:35]1.[OH2:57].[Zn+2:55]>>[OH:3][CH:4]([CH:5]([C:6](=[O:7])[O:8][CH2:9][c:10]1[cH:11][cH:12][cH:13][cH:14][cH:15]1)[CH2:16][c:17]1[cH:18][c:19]([O:23][C:24]([CH:25]([F:26])[F:27])([F:28])[F:29])[cH:20][cH:21][cH:22]1)[c:30]1[n:31][cH:32][c:33]([O:36][c:37]2[cH:38][cH:39][cH:40][cH:41][cH:42]2)[cH:34][cH:35]1. The reactants are C(C)(=O)OC1=CC=C(C=C1)C(C)O (1-(p-acetoxyphenyl)ethanol), OS(=O)(=O)[O-].[K+] (potassium acid sulfate). Product: C(C)(=O)OC1=CC=C(C=C)C=C1 (p-acetoxystyrene). RXN SMILES: [C:1]([O:4][C:5]1[CH:10]=[CH:9][C:8]([CH:11](O)[CH3:12])=[CH:7][CH:6]=1)(=[O:3])[CH3:2].OS([O-])(=O)=O.[K+]>>[C:1]([O:4][C:5]1[CH:10]=[CH:9][C:8]([CH:11]=[CH2:12])=[CH:7][CH:6]=1)(=[O:3])[CH3:2] |f:1.2|. Reported procedure: p-Hydroxyxstyrene was converted to 1-(p-acetoxyphenyl)ethanol and then dehydrated using liquid phase dehydration in the presence of potassium acid sulfate to produce p-acetoxystyrene, according to the method of Corson et al (J. Org. Chem. 1958 23 544). p-Acetoxystyrene (1.6 g) was added to a stirred solution of potassium hydroxide (1.4 g) in water (14 ml) at 5 degrees Centigrade. Stirring was continued at 0-5 degrees Centigrade for 2 h. The mixture was then washed with ether, and the aqueous pha... Reactants: CC#N, Nc1cc([N+](=O)[O-])ccc1Cl, CNc1nc(SC)ncc1CCl, Cl, [I-], [Na+]. The product is CNc1nc(SC)ncc1CNc1cc([N+](=O)[O-])ccc1Cl. RXN SMILES: [CH3:27][C:28]#[N:29].[Cl:16][c:17]1[c:18]([NH2:26])[cH:19][c:20]([N+:23](=[O:24])[O-:25])[cH:21][cH:22]1.[Cl:2][CH2:3][c:4]1[c:5]([NH:12][CH3:13])[n:6][c:7]([S:10][CH3:11])[n:8][cH:9]1.[ClH:1].[I-:15].[Na+:14]>>[CH2:3]([c:4]1[c:5]([NH:12][CH3:13])[n:6][c:7]([S:10][CH3:11])[n:8][cH:9]1)[NH:26][c:18]1[c:17]([Cl:16])[cH:22][cH:21][c:20]([N+:23](=[O:24])[O-:25])[cH:19]1. The reactants are C[C@@H]1CC[C@H]2[C@H]([C@H](O[C@H]3[C@@]24[C@H]1CC[C@](O3)(OO4)C)OC)C (artemether), C[C@@H]1CC[C@H]2[C@H](C(=O)O[C@H]3[C@@]24[C@H]1CC[C@@](O3)(OO4)C)C (artemisinin), ( a ), C[C@@H]1CC[C@H]2[C@H](C(=O)O[C@H]3[C@@]24[C@H]1CC[C@@](O3)(OO4)C)C (artemisinin), C[C@@H]1CC[C@H]2[C@H](C(=O)O[C@H]3[C@@]24[C@H]1CC[C@@](O3)(OO4)C)C (artemisinin). The solvent is CO (methanol), [BH4-].[Na+] (sodium borohydride), CO (methanol), ( b ). Product: C[C@@H]1CC[C@H]2[C@H]([C@H](O[C@H]3[C@@]24[C@H]1CCC(O3)(OO4)C)O)C (dihydroartemisinin), ( c ). Reaction SMILES: [CH3:1][C@H:2]1[C@@H:11]2[CH2:12][CH2:13][C@@:14]3([CH3:18])[O:16][O:17][C@:10]42[C@H:5]([C@@H:6]([CH3:21])[C@@H:7]([O:19]C)[O:8][C@@H:9]4[O:15]3)[CH2:4][CH2:3]1.C[C@H]1[C@@H]2CC[C@]3(C)OO[C@]42[C@H]([C@@H](C)C(O[C@@H]4O3)=O)CC1>CO.[BH4-].[Na+]>[CH3:1][C@H:2]1[C@@H:11]2[CH2:12][CH2:13][C:14]3([CH3:18])[O:16][O:17][C@:10]42[C@H:5]([C@@H:6]([CH3:21])[C@@H:7]([OH:19])[O:8][C@@H:9]4[O:15]3)[CH2:4][CH2:3]1 |f:3.4|. Procedure: A process for the preparation of artemether from artemisinin comprising the steps of (a) dissolving the artemisinin in methanol, (b) reducing the artemisinin dissolved in methanol with sodium borohydride in a reaction vessel to produce a reaction mixture comprising dihydroartemisinin, (c) without isolating the dihydroartemisinin from the reaction mixture, adding an acid catalyst to the reaction mixture to cause conversion of the dihydroartemisinin to artemether, said steps (b) and (c) being cond...